This data is from the Open Reaction Database (ORD), a public repository of structured organic reaction records. The task is: describe an organic reaction: reactants, conditions, products, and yield Starting materials: COC=1C=C(C=C(C1)OC)CCC=1N=C2C(=NC1)N(C(=C2)C=2C=NNC2)S(=O)(=O)C2=CC=CC=C2 (2-[2-(3,5-dimethoxyphenyl)ethyl]-5-(phenylsulfonyl)-6-(1H-pyrazol-4-yl)-5H-pyrrolo[2,3-b]pyrazine), N12CCCCCC2=NCCC1 (1,8-diazabicyclo[5.4.0]undec-7-ene), C1(CCCC1)/C=C/C#N ((2E)-3-cyclopentylacrylonitrile). The solvent is C(C)#N (acetonitrile). Conditions: time 16 hour. The product is C1(CCCC1)C(CC#N)N1N=CC(=C1)C1=CC=2C(=NC=C(N2)CCC2=CC(=CC(=C2)OC)OC)N1 (3-cyclopentyl-3-(4-{2-[2-(3,5-dimethoxyphenyl)ethyl]-5H-pyrrolo[2,3-b]pyrazin-6-yl}-1H-pyrazol-1-yl)propanenitrile). The yield is 17.5%. RXN SMILES: [CH3:1][O:2][C:3]1[CH:4]=[C:5]([CH2:11][CH2:12][C:13]2[N:14]=[C:15]3[CH:21]=[C:20]([C:22]4[CH:23]=[N:24][NH:25][CH:26]=4)[N:19](S(C4C=CC=CC=4)(=O)=O)[C:16]3=[N:17][CH:18]=2)[CH:6]=[C:7]([O:9][CH3:10])[CH:8]=1.N12CCCN=C1CCCCC2.[CH:47]1(/[CH:52]=[CH:53]/[C:54]#[N:55])[CH2:51][CH2:50][CH2:49][CH2:48]1>C(#N)C>[CH:47]1([CH:52]([N:25]2[CH:26]=[C:22]([C:20]3[NH:19][C:16]4=[N:17][CH:18]=[C:13]([CH2:12][CH2:11][C:5]5[CH:6]=[C:7]([O:9][CH3:10])[CH:8]=[C:3]([O:2][CH3:1])[CH:4]=5)[N:14]=[C:15]4[CH:21]=3)[CH:23]=[N:24]2)[CH2:53][C:54]#[N:55])[CH2:51][CH2:50][CH2:49][CH2:48]1. Procedure details: To a stirred solution of 2-[2-(3,5-dimethoxyphenyl)ethyl]-5-(phenylsulfonyl)-6-(1H-pyrazol-4-yl)-5H-pyrrolo[2,3-b]pyrazine (25.0 mg, 51.1 μmol) in acetonitrile (1.0 mL), 1,8-diazabicyclo[5.4.0]undec-7-ene (9.2 μL, 61.5 μmol) and (2E)-3-cyclopentylacrylonitrile (from Adesis, cat#9-245, 6.8 μL, 61.7 μmol) were added sequentially at room temperature. After 16 hours, the volatiles were removed and the crude mixture was purified on RP-HPLC (XBridge C18 column, eluting with a gradient of acetonitrile/... Reactants: NCC=1N=C(SC1C(=O)OCC)N1CCC(CC1)NC(=O)C=1NC(=C(C1Cl)Cl)C (Ethyl 4-(aminomethyl)-2-(4-{[(3,4-dichloro-5-methyl-1H-pyrrol-2-yl)carbonyl]amino}piperidin-1-yl)-1,3-thiazole-5-carboxylate), C(C)N=C=O (ethyl isocyanate). The product is ClC1=C(NC(=C1Cl)C)C(=O)NC1CCN(CC1)C=1SC(=C(N1)CNC(=O)NCC)C(=O)O (2-(4-{[(3,4-Dichloro-5-methyl-1H-pyrrol-2-yl)carbonyl]amino}piperidin-1-yl)-4-({[(ethylamino)carbonyl]amino}methyl)-1,3-thiazole-5-carboxylic acid). RXN SMILES: [NH2:1][CH2:2][C:3]1[N:4]=[C:5]([N:13]2[CH2:18][CH2:17][CH:16]([NH:19][C:20]([C:22]3[NH:23][C:24]([CH3:29])=[C:25]([Cl:28])[C:26]=3[Cl:27])=[O:21])[CH2:15][CH2:14]2)[S:6][C:7]=1[C:8]([O:10]CC)=[O:9].[CH2:30]([N:32]=[C:33]=[O:34])[CH3:31]>>[Cl:27][C:26]1[C:25]([Cl:28])=[C:24]([CH3:29])[NH:23][C:22]=1[C:20]([NH:19][CH:16]1[CH2:15][CH2:14][N:13]([C:5]2[S:6][C:7]([C:8]([OH:10])=[O:9])=[C:3]([CH2:2][NH:1][C:33]([NH:32][CH2:30][CH3:31])=[O:34])[N:4]=2)[CH2:18][CH2:17]1)=[O:21]. Procedure details: The title compound was prepared in a manner analogous to Example 250 from ethyl 4-(aminomethyl)-2-(4-{[(3,4-dichloro-5-methyl-1H-pyrrol-2-yl)carbonyl]amino}piperidin-1-yl)-1,3-thiazole-5-carboxylate (Example 246) and ethyl isocyanate. Reactants: OC=1C=C2CCC(NC2=CC1C(CCCl)=O)=O (6-hydroxy-7-(3-chloropropionyl)-3,4-dihydrocarbostyril), CS(=O)(=O)Cl (methanesulfonyl chloride), CN1CCC(=C2C3=CC=CC=C3C=CC4=CC=CC=C42)CC1 (reactin), [Cl-].[Na+] (sodium chloride). Run in CN(C=O)C (dimethylformamide), N1=CC=CC=C1 (pyridine). Run at time 3 hour. Yields the product CS(=O)(=O)OC=1C=C2CCC(NC2=CC1C(CCCl)=O)=O (6-methylsulfonyloxy-7-(3-chloropropionyl)-3,4-dihydrocarbostyril). Reaction SMILES: [OH:1][C:2]1[CH:3]=[C:4]2[C:9](=[CH:10][C:11]=1[C:12](=[O:16])[CH2:13][CH2:14][Cl:15])[NH:8][C:7](=[O:17])[CH2:6][CH2:5]2.[CH3:18][S:19](Cl)(=[O:21])=[O:20].CN1CCC(=C2C3C(=CC=CC=3)C=CC3C2=CC=CC=3)CC1.[Cl-].[Na+]>CN(C)C=O.N1C=CC=CC=1>[CH3:18][S:19]([O:1][C:2]1[CH:3]=[C:4]2[C:9](=[CH:10][C:11]=1[C:12](=[O:16])[CH2:13][CH2:14][Cl:15])[NH:8][C:7](=[O:17])[CH2:6][CH2:5]2)(=[O:21])=[O:20] |f:3.4|. Reported procedure: 5.06 Grams of 6-hydroxy-7-(3-chloropropionyl)-3,4-dihydrocarbostyril and 1.8 g of anhydrous pyridine were mixed with 50 ml of dimethylformamide. Then the mixture was cooled with ice and 2.5 g of methanesulfonyl chloride was added to the mixture and stirred at a room temperature for 3 hours. The reactin mixture was poured into 100 ml of a saturated sodium chloride solution and extracted with chloroform. The chloroform layer was washed with water, dried and chloroform was removed by distillation u... Reactants: C(C=C)(=O)[O-] (acrylate), FC1=CC(=C(N)C=C1)C (4-fluoro-2-methylaniline), C(C)OC=C(C(=O)OCC)C(C1=C(C(=C(C(=C1)F)[N+](=O)[O-])C)F)=O (ethyl 3-ethoxy-2-(2',5'-difluoro-3'-methyl-4'-nitrobenzoyl)acrylate). Run in C(Cl)(Cl)Cl (chloroform), C(Cl)(Cl)Cl (chloroform). Conditions: time 10 minute. Yields the product FC1=CC(=C(C=C1)N1C=C(C(C2=CC(=C(C(=C12)C)[N+](=O)[O-])F)=O)C(=O)OCC)C (Ethyl 1-(4-Fluoro-2-methylphenyl)-6-fluoro-8-methyl-7-nitro-4-oxo-1,4-dihydroquinoline-3-carboxylate). The yield is 46.9%. As a reaction SMILES: [F:1][C:2]1[CH:8]=[CH:7][C:5]([NH2:6])=[C:4]([CH3:9])[CH:3]=1.C(O[CH:13]=[C:14]([C:20](=[O:33])[C:21]1[CH:26]=[C:25]([F:27])[C:24]([N+:28]([O-:30])=[O:29])=[C:23]([CH3:31])[C:22]=1F)[C:15]([O:17][CH2:18][CH3:19])=[O:16])C.C([O-])(=O)C=C>C(Cl)(Cl)Cl>[F:1][C:2]1[CH:8]=[CH:7][C:5]([N:6]2[C:22]3[C:21](=[CH:26][C:25]([F:27])=[C:24]([N+:28]([O-:30])=[O:29])[C:23]=3[CH3:31])[C:20](=[O:33])[C:14]([C:15]([O:17][CH2:18][CH3:19])=[O:16])=[CH:13]2)=[C:4]([CH3:9])[CH:3]=1. Reported procedure: A solution of 4-fluoro-2-methylaniline (about 1 g) in chloroform (5 ml) was added dropwise to a solution of ethyl 3-ethoxy-2-(2',5'-difluoro-3'-methyl-4'-nitrobenzoyl)acrylate (2.0 g) in chloroform (10 ml) at room temperature (while confirming the disappearance of the acrylate by tlc). After the mixture was stirred for 10 minutes, the solvent and the like were distilled off. Potassium carbonate (800 mg) was added to a solution of the whole amount of the residue in dimethylformamide (3 ml), and t... Starting materials: ClCCCl, CNCc1cc2ccccc2n1C, CCOCC, CN(C)C=O, O, On1nnc2ccccc21, Cc1ccccc1C(=O)O. The product is Cc1ccccc1C(=O)N(C)Cc1cc2ccccc2n1C. Reaction SMILES: [CH2:1]([Cl:2])[CH2:3][Cl:4].[CH3:15][n:16]1[c:17]([CH2:25][NH:26][CH3:27])[cH:18][c:19]2[cH:20][cH:21][cH:22][cH:23][c:24]12.[CH3:44][CH2:45][O:46][CH2:47][CH3:48].[O:39]=[CH:40][N:41]([CH3:42])[CH3:43].[OH2:38].[OH:28][n:29]1[c:30]2[c:31]([cH:32][cH:33][cH:34][cH:35]2)[n:36][n:37]1.[c:5]1([CH3:14])[c:6]([C:11](=[O:12])[OH:13])[cH:7][cH:8][cH:9][cH:10]1>>[c:5]1([CH3:14])[c:6]([C:11](=[O:13])[N:26]([CH2:25][c:17]2[n:16]([CH3:15])[c:24]3[c:19]([cH:18]2)[cH:20][cH:21][cH:22][cH:23]3)[CH3:27])[cH:7][cH:8][cH:9][cH:10]1.